Task: describe an organic reaction: reactants, conditions, products, and yield. Dataset: the Open Reaction Database (ORD), a public repository of structured organic reaction records Reactants: C1(=C(C=CC=C1)[C@@H](C)OC(NC=1C(=NOC1C1=CC=C(C=C1)Br)C)=O)C ([5-(4-bromo-phenyl)-3-methyl-isoxazol-4-yl]-carbamic acid (R)-1-o-tolyl-ethyl ester), C(C)OC(CC1=CC=C(C=C1)B1OC(C(O1)(C)C)(C)C)=O ([4-(4,4,5,5-tetramethyl-[1,3,2]dioxaborolan-2-yl)-phenyl]-acetic acid ethyl ester). The product is C(C)OC(CC1=CC=C(C=C1)C1=CC=C(C=C1)C1=C(C(=NO1)C)NC(=O)O[C@H](C)C1=C(C=CC=C1)C)=O ({4′-[3-methyl-4-((R)-1-o-tolyl-ethoxycarbonylamino)-isoxazol-5-yl]-biphenyl-4-yl}-acetic acid ethyl ester). As a reaction SMILES: [C:1]1([CH3:26])[CH:6]=[CH:5][CH:4]=[CH:3][C:2]=1[C@H:7]([O:9][C:10](=[O:25])[NH:11][C:12]1[C:13]([CH3:24])=[N:14][O:15][C:16]=1[C:17]1[CH:22]=[CH:21][C:20](Br)=[CH:19][CH:18]=1)[CH3:8].[CH2:27]([O:29][C:30](=[O:47])[CH2:31][C:32]1[CH:37]=[CH:36][C:35](B2OC(C)(C)C(C)(C)O2)=[CH:34][CH:33]=1)[CH3:28]>>[CH2:27]([O:29][C:30](=[O:47])[CH2:31][C:32]1[CH:37]=[CH:36][C:35]([C:20]2[CH:21]=[CH:22][C:17]([C:16]3[O:15][N:14]=[C:13]([CH3:24])[C:12]=3[NH:11][C:10]([O:9][C@@H:7]([C:2]3[CH:3]=[CH:4][CH:5]=[CH:6][C:1]=3[CH3:26])[CH3:8])=[O:25])=[CH:18][CH:19]=2)=[CH:34][CH:33]=1)[CH3:28]. Procedure details: Following the procedure described in Example 36, Step 6, [5-(4-bromo-phenyl)-3-methyl-isoxazol-4-yl]-carbamic acid (R)-1-o-tolyl-ethyl ester and [4-(4,4,5,5-tetramethyl-[1,3,2]dioxaborolan-2-yl)-phenyl]-acetic acid ethyl ester were reacted to provide {4′-[3-methyl-4-((R)-1-o-tolyl-ethoxycarbonylamino)-isoxazol-5-yl]-biphenyl-4-yl}-acetic acid ethyl ester, which was hydrolyzed to the acid as described in Example 34, Step 2. Starting materials: ice water, [Cl-].[Al+3].[Cl-].[Cl-] (aluminum chloride), C=C (ethylene), BrC1=C(C=CC=C1)CC(=O)Cl (2-bromophenyl-acetyl chloride). Solvent: C(Cl)Cl (methylene chloride). Reaction conditions: time 30 minute. Product: BrC=1C=CC=C2CCC(CC12)=O (8-Bromo-2-tetralone). As a reaction SMILES: [Cl-].[Al+3].[Cl-].[Cl-].[Br:5][C:6]1[CH:11]=[CH:10][CH:9]=[CH:8][C:7]=1[CH2:12][C:13](Cl)=[O:14].[CH2:16]=[CH2:17]>C(Cl)Cl>[Br:5][C:6]1[CH:11]=[CH:10][CH:9]=[C:8]2[C:7]=1[CH2:12][C:13](=[O:14])[CH2:17][CH2:16]2 |f:0.1.2.3|. Reported procedure: 83.5 g of aluminum chloride (0.63 mmol) were introduced into 1.8 liters of methylene chloride at 0°-+5° C. 105 g (0.49 mole) of 2-bromophenyl-acetyl chloride (dissolved in 200 ml of methylene chloride) were added dropwise at 0°-+5° C. over 30 minutes. After stirring for 30 minutes at 0°-+5° C., 50 g of ethylene were passed in at such a rate that the reaction temperature did not exceed +10° C. The mixture was stirred for a further 2 hours at 20°-+25° C. The aluminum complex was decomposed by care... Reaction conditions: time 8 hour. As a reaction SMILES: [Cl:1][C:2]1[CH:7]=[CH:6][C:5]([S:8][CH2:9][CH:10]=[CH:11][C:12]2[CH:13]=[CH:14][C:15]([O:21][CH2:22][O:23][CH3:24])=[C:16]([N+:18]([O-:20])=[O:19])[CH:17]=2)=[CH:4][CH:3]=1.ClC1C=CC=C(C(OO)=[O:33])C=1.[OH2:36]>C(Cl)Cl>[Cl:1][C:2]1[CH:7]=[CH:6][C:5]([S:8]([CH2:9][CH:10]=[CH:11][C:12]2[CH:13]=[CH:14][C:15]([O:21][CH2:22][O:23][CH3:24])=[C:16]([N+:18]([O-:20])=[O:19])[CH:17]=2)(=[O:33])=[O:36])=[CH:4][CH:3]=1. Isolated yield 74.0%. Solvent: C(Cl)Cl (methylene chloride). Product: ClC1=CC=C(C=C1)S(=O)(=O)CC=CC=1C=CC(=C(C1)[N+](=O)[O-])OCOC (5-[3-(4-chlorophenylsulfonyl)-1-propenyl]-2-methoxymethoxy nitrobenzene). Procedure: Under a current of argon, a solution of 300 mg of 5-[3-(4-chlorophenylthio)-1-propenyl]-2-methoxymethoxy nitrobenzene in 6 ml of methylene chloride and 283 mg of m-chloroperbenzoic acid added thereto as kept cooled with ice were stirred for eight hours. The reaction mixture was combined with water and extracted from ethyl acetate. The consequently separated organic layer was washed sequentially with a saturated aqueous sodium hydrogen carbonate solution and saturated saline solution in the order... The reactants are ClC1=CC=C(C=C1)SCC=CC=1C=CC(=C(C1)[N+](=O)[O-])OCOC (5-[3-(4-chlorophenylthio)-1-propenyl]-2-methoxymethoxy nitrobenzene), ClC1=CC(=CC=C1)C(=O)OO (m-chloroperbenzoic acid), O (water). The product is Cc1ccsc1S(=O)(=O)NC(=O)Nc1ccc(Cl)cc1. As a reaction SMILES: [CH3:1][c:2]1[c:3]([S:7](=[O:8])(=[O:9])[NH2:10])[s:4][cH:5][cH:6]1.[CH3:24][C:25](=[O:26])[CH3:27].[Cl:13][c:14]1[cH:15][cH:16][c:17]([N:20]=[C:21]=[O:22])[cH:18][cH:19]1.[ClH:23].[Na+:12].[OH-:11]>>[CH3:1][c:2]1[c:3]([S:7](=[O:8])(=[O:9])[NH:10][C:21]([NH:20][c:17]2[cH:16][cH:15][c:14]([Cl:13])[cH:19][cH:18]2)=[O:22])[s:4][cH:5][cH:6]1. Reactants: Cc1ccsc1S(N)(=O)=O, CC(C)=O, O=C=Nc1ccc(Cl)cc1, Cl, [Na+], [OH-].